From a dataset of the Open Reaction Database (ORD), a public repository of structured organic reaction records. describe an organic reaction: reactants, conditions, products, and yield The reactants are BrC1=CC(=C2CCC(C2=C1)=O)F (6-bromo-4-fluoro-indan-1-one), O[C@@H]1C(NCC1)=O ((S)-3-hydroxy-pyrrolidin-2-one). Solvent: O1CCOCC1 (1,4-dioxane). Run at temperature 80 celsius. Yields the product FC=1C=C(C=C2C(CCC12)=O)N1C([C@H](CC1)O)=O ((S)-1-(7-Fluoro-3-oxo-indan-5-yl)-3-hydroxy-pyrrolidin-2-one). RXN SMILES: Br[C:2]1[CH:10]=[C:9]2[C:5]([CH2:6][CH2:7][C:8]2=[O:11])=[C:4]([F:12])[CH:3]=1.[OH:13][C@H:14]1[CH2:18][CH2:17][NH:16][C:15]1=[O:19]>O1CCOCC1>[F:12][C:4]1[CH:3]=[C:2]([N:16]2[CH2:17][CH2:18][C@H:14]([OH:13])[C:15]2=[O:19])[CH:10]=[C:9]2[C:5]=1[CH2:6][CH2:7][C:8]2=[O:11]. Reported procedure: A mixture of 6-bromo-4-fluoro-indan-1-one (Enamine, 453 mg), (S)-3-hydroxy-pyrrolidin-2-one (200 mg) and 1,4-dioxane (3 mL) was purged with argon. Cesium carbonate (645 mg), N,N′-dimethyl-ethylene-diamine (2.24 mL) and copper(I) iodide (38 mg) were added and the mixture was heated to 80° C. for 3 hours. After cooling to r.t. the mixture was filtered and the filtrate evaporated. The residue was purified by SGC (eluent: heptane/EA 1:1 with 0 to 20% MeOH) to provide the title compound. MS ESI+: m/z... Product: FC=1C(=NC=CC1)[C@H](C1=CC=C(C=C1)C(F)(F)F)NC(=O)C1=CC=C(C=N1)OCC(=O)O ((S)-2-((6-(((3-Fluoropyridin-2-yl)(4-(trifluoromethyl)phenyl)-methyl)carbamoyl)pyridin-3-yl)oxy)acetic acid). Procedure details: To a solution of the (S)-tert-butyl 2-((6-(((3-fluoropyridin-2-yl)(4-(trifluoromethyl)phenyl)methyl)carbamoyl)pyridin-3-yl)oxy)acetate from above in DCM (0.5 mL), was added TFA (0.550 mL, 7.40 mmol). The resulting mixture was then stirred at rt for 1 h. The mixture was then concentrated and MeOH (1 mL) was added. The mixture was purified by preparative HPLC (0%-100% MeCN 0.1% TFA/H2O 0.1% TFA) to give the title compound as a white solid. 1H NMR (400 MHz, MeOH) δ ppm 8.55 (d, J=4.7 Hz, 1H), 8.42 ... Conditions: time 1 hour. Run in C(Cl)Cl (DCM). The reactants are FC=1C(=NC=CC1)[C@H](C1=CC=C(C=C1)C(F)(F)F)NC(=O)C1=CC=C(C=N1)OCC(=O)OC(C)(C)C ((S)-tert-butyl 2-((6-(((3-fluoropyridin-2-yl)(4-(trifluoromethyl)phenyl)methyl)carbamoyl)pyridin-3-yl)oxy)acetate), C(=O)(C(F)(F)F)O (TFA). RXN SMILES: [F:1][C:2]1[C:3]([C@@H:8]([NH:19][C:20]([C:22]2[N:27]=[CH:26][C:25]([O:28][CH2:29][C:30]([O:32]C(C)(C)C)=[O:31])=[CH:24][CH:23]=2)=[O:21])[C:9]2[CH:14]=[CH:13][C:12]([C:15]([F:18])([F:17])[F:16])=[CH:11][CH:10]=2)=[N:4][CH:5]=[CH:6][CH:7]=1.C(O)(C(F)(F)F)=O>C(Cl)Cl>[F:1][C:2]1[C:3]([C@@H:8]([NH:19][C:20]([C:22]2[N:27]=[CH:26][C:25]([O:28][CH2:29][C:30]([OH:32])=[O:31])=[CH:24][CH:23]=2)=[O:21])[C:9]2[CH:14]=[CH:13][C:12]([C:15]([F:17])([F:16])[F:18])=[CH:11][CH:10]=2)=[N:4][CH:5]=[CH:6][CH:7]=1. Reactants: C1CCOC1, COC(=O)c1sc(C#CC(C)(C)C)cc1Nc1ccc(Oc2ccccn2)cc1, C[Si](C)(C)[N-][Si](C)(C)C, CC1CCC(C(=O)Cl)CC1, [K+]. Product: COC(=O)c1sc(C#CC(C)(C)C)cc1N(C(=O)C1CCC(C)CC1)c1ccc(Oc2ccccn2)cc1. RXN SMILES: [CH2:50]1[O:51][CH2:52][CH2:53][CH2:54]1.[CH3:1][O:2][C:3](=[O:4])[c:5]1[s:6][c:7]([C:24]#[C:25][C:26]([CH3:27])([CH3:28])[CH3:29])[cH:8][c:9]1[NH:10][c:11]1[cH:12][cH:13][c:14]([O:17][c:18]2[n:19][cH:20][cH:21][cH:22][cH:23]2)[cH:15][cH:16]1.[CH3:31][Si:32]([N-:33][Si:34]([CH3:35])([CH3:36])[CH3:37])([CH3:38])[CH3:39].[CH3:40][CH:41]1[CH2:42][CH2:43][CH:44]([C:47](=[O:48])[Cl:49])[CH2:45][CH2:46]1.[K+:30]>>[CH3:1][O:2][C:3](=[O:4])[c:5]1[s:6][c:7]([C:24]#[C:25][C:26]([CH3:27])([CH3:28])[CH3:29])[cH:8][c:9]1[N:10]([c:11]1[cH:12][cH:13][c:14]([O:17][c:18]2[n:19][cH:20][cH:21][cH:22][cH:23]2)[cH:15][cH:16]1)[C:47]([CH:44]1[CH2:43][CH2:42][CH:41]([CH3:40])[CH2:46][CH2:45]1)=[O:48]. Starting materials: C(C(=C)C)(=O)[O-].[Zn+2].C(C(=C)C)(=O)[O-] (Zinc methacrylate), C(C(=C)C)(=O)OCCOC(C(=C)C)=O (ethylene glycol dimethacrylate), CC(C)(C#N)N=NC(C)(C)C#N (VAZO), N(=NC1(CCCCC1)C#N)C1(CCCCC1)C#N (1,1′-azobis(cyclohexanecarbonitrile)). Run in CN(C=O)C (dimethylformamide). Run at time 8 hour. Yields the product C(C(=C)C)(=O)[O-].[Zn+2].C(C(=C)C)(=O)[O-].C(C(=C)C)(=O)OCCOC(C(=C)C)=O (zinc methacrylate ethylene glycol dimethacrylate). RXN SMILES: [C:1]([O-:6])(=[O:5])[C:2]([CH3:4])=[CH2:3].[Zn+2:7].[C:8]([O-:13])(=[O:12])[C:9]([CH3:11])=[CH2:10].[C:14]([O:19][CH2:20][CH2:21][O:22][C:23](=[O:27])[C:24]([CH3:26])=[CH2:25])(=[O:18])[C:15]([CH3:17])=[CH2:16].CC(N=NC(C#N)(C)C)(C#N)C.N(C1(C#N)CCCCC1)=NC1(C#N)CCCCC1>CN(C)C=O>[C:1]([O-:6])(=[O:5])[C:2]([CH3:4])=[CH2:3].[Zn+2:7].[C:8]([O-:13])(=[O:12])[C:9]([CH3:11])=[CH2:10].[C:14]([O:19][CH2:20][CH2:21][O:22][C:23](=[O:27])[C:24]([CH3:26])=[CH2:25])(=[O:18])[C:15]([CH3:17])=[CH2:16] |f:0.1.2,7.8.9.10|. Procedure details: Zinc methacrylate (848 mg, 3.6 mmol), ethylene glycol dimethacrylate (678 ml, 3.6 mmol) and the radical initiator VAZO® (1,1′-azobis(cyclohexanecarbonitrile), Aldrich) (20 mg, 0.08 mmol) were dissolved in dimethylformamide (15 ml) in a borosilicate test tube. The solution was sonicated for 1 min and sparged with nitrogen. The test tube was covered with parafilm. The reaction mixture was stirred and placed in an oil bath which was then heated slowly over 1.5 hrs to 95° C. When the reaction mixtur... Reactants: N1=C(C=CC=C1)NCC1(CCOCC1)C1=CC=C(C=C1)O (4-{4-[(pyridin-2-ylamino)methyl]tetrahydro-2H-pyran-4-yl}phenol), Cl.ClCCCN1CCCCC1 (3-chloropropylpiperidine hydrochloride), C([O-])([O-])=O.[K+].[K+] (potassium carbonate). Run in CN(C)C=O (DMF). The product is N1(CCCCC1)CCCOC1=CC=C(C=C1)C1(CCOCC1)CNC1=NC=CC=C1 (N-({4-[4-(3-piperidin-1-ylpropoxy)phenyl]tetrahydro-2H-pyran-4-yl}methyl)pyridin-2-amine). The yield is 76.3%. Reaction SMILES: [N:1]1[CH:6]=[CH:5][CH:4]=[CH:3][C:2]=1[NH:7][CH2:8][C:9]1([C:15]2[CH:20]=[CH:19][C:18]([OH:21])=[CH:17][CH:16]=2)[CH2:14][CH2:13][O:12][CH2:11][CH2:10]1.Cl.Cl[CH2:24][CH2:25][CH2:26][N:27]1[CH2:32][CH2:31][CH2:30][CH2:29][CH2:28]1.C(=O)([O-])[O-].[K+].[K+]>CN(C=O)C>[N:27]1([CH2:26][CH2:25][CH2:24][O:21][C:18]2[CH:19]=[CH:20][C:15]([C:9]3([CH2:8][NH:7][C:2]4[CH:3]=[CH:4][CH:5]=[CH:6][N:1]=4)[CH2:10][CH2:11][O:12][CH2:13][CH2:14]3)=[CH:16][CH:17]=2)[CH2:32][CH2:31][CH2:30][CH2:29][CH2:28]1 |f:1.2,3.4.5|. Procedure details: 4-{4-[(pyridin-2-ylamino)methyl]tetrahydro-2H-pyran-4-yl}phenol (200 mg, 0.704 mmol), 3-chloropropylpiperidine hydrochloride (152 mg, 0.775 mmol) and potassium carbonate (204 mg, 1.48 mmol) were stirred in DMF (1 ml) at 45° C. for 24 hours until complete. The reaction was then partitioned between ethyl acetate (40 ml) and water (40 ml). The organic layer was separated, dried over sodium sulphate and concentrated in vacuo to give a solid. The solid was purified by preparative HPLC to give the tit... Reactants: O=C([O-])O, CC(=O)Nc1ccc(C(=O)CBr)cc1, CCO, O=C[O-], [K+], [Na+]. Yields the product CC(=O)Nc1ccc(C(=O)CO)cc1. RXN SMILES: [C:19](=[O:20])([OH:21])[O-:22].[C:1]([CH3:2])(=[O:3])[NH:4][c:5]1[cH:6][cH:7][c:8]([C:11]([CH2:12][Br:13])=[O:14])[cH:9][cH:10]1.[CH3:24][CH2:25][OH:26].[CH:15](=[O:16])[O-:17].[K+:18].[Na+:23]>>[C:1]([CH3:2])(=[O:3])[NH:4][c:5]1[cH:6][cH:7][c:8]([C:11]([CH2:12][OH:16])=[O:14])[cH:9][cH:10]1. Reaction SMILES: [Br:1][c:2]1[cH:3][c:4]2[c:8]([cH:9][c:10]1[OH:11])[CH:7]([CH2:12][CH2:13][NH:14][C:15]([CH2:16][CH3:17])=[O:18])[CH2:6][CH2:5]2.[CH2:21]([CH:22]=[CH2:23])[Br:24].[CH3:26][N:27]([CH3:28])[CH:29]=[O:30].[ClH:25].[H-:19].[Na+:20]>>[Br:1][c:2]1[cH:3][c:4]2[c:8]([cH:9][c:10]1[O:11][CH2:23][CH:22]=[CH2:21])[CH:7]([CH2:12][CH2:13][NH:14][C:15]([CH2:16][CH3:17])=[O:18])[CH2:6][CH2:5]2. Reactants: CCC(=O)NCCC1CCc2cc(Br)c(O)cc21, C=CCBr, CN(C)C=O, Cl, [H-], [Na+]. The product is C=CCOc1cc2c(cc1Br)CCC2CCNC(=O)CC.